Task: describe an organic reaction: reactants, conditions, products, and yield. Dataset: the Open Reaction Database (ORD), a public repository of structured organic reaction records Starting materials: OC1=C(C=2CCCC(C2C=C1)=O)CN1C(C2=CC=CC=C2C1=O)=O (2-(2-Hydroxy-5-oxo-5,6,7,8-tetrahydro-naphthalen-1-ylmethyl)-isoindole-1,3-dione), N1(C=NC=C1)CC(O)C1=CC=CC=C1 (2-imidazol-1-yl-1-phenyl-ethanol), C1(=CC=CC=C1)P(C1=CC=CC=C1)C1=CC=CC=C1 (triphenylphospine), CCOC(=O)/N=N/C(=O)OCC (diethylazodicarboxylate). Run in CO.C(Cl)Cl (MeOH CH2Cl2), C1CCOC1 (THF). Conditions: time 15 minute. Product: N1(C=NC=C1)C[C@@H](OC1=C(C=2CCCC(C2C=C1)=O)CN1C(C2=CC=CC=C2C1=O)=O)C1=CC=CC=C1 (2-[2-((S)-2-Imidazol-1-yl-1-phenyl-ethoxy)-5-oxo-5,6,7,8-tetrahydro-naphthalen-1-ylmethyl]-isoindole-1,3-dione). The yield is 87.7%. RXN SMILES: [OH:1][C:2]1[CH:11]=[CH:10][C:9]2[C:8](=[O:12])[CH2:7][CH2:6][CH2:5][C:4]=2[C:3]=1[CH2:13][N:14]1[C:22](=[O:23])[C:21]2[C:16](=[CH:17][CH:18]=[CH:19][CH:20]=2)[C:15]1=[O:24].[N:25]1([CH2:30][CH:31]([C:33]2[CH:38]=[CH:37][CH:36]=[CH:35][CH:34]=2)O)[CH:29]=[CH:28][N:27]=[CH:26]1.C1(P(C2C=CC=CC=2)C2C=CC=CC=2)C=CC=CC=1.CCOC(/N=N/C(OCC)=O)=O>C1COCC1.CO.C(Cl)Cl>[N:25]1([CH2:30][C@H:31]([C:33]2[CH:38]=[CH:37][CH:36]=[CH:35][CH:34]=2)[O:1][C:2]2[CH:11]=[CH:10][C:9]3[C:8](=[O:12])[CH2:7][CH2:6][CH2:5][C:4]=3[C:3]=2[CH2:13][N:14]2[C:15](=[O:24])[C:16]3[C:21](=[CH:20][CH:19]=[CH:18][CH:17]=3)[C:22]2=[O:23])[CH:29]=[CH:28][N:27]=[CH:26]1 |f:5.6|. Reported procedure: To a slurry of 2-(2-Hydroxy-5-oxo-5,6,7,8-tetrahydro-naphthalen-1-ylmethyl)-isoindole-1,3-dione (862 mg, 2.68 mmol) in THF (17 mL) was added ®-2-imidazol-1-yl-1-phenyl-ethanol (606 mg, 3.22 mmol) and triphenylphospine (846 mg, 3.22 mmol). After 15 min, diethylazodicarboxylate (0.51 mL, 3.22 mmol) was added and the reaction became homogenous. The reaction was stirred for 2 days and concentrated to give a reddish-brown foam. Purification by chromatography (10-20% acetone/CH2Cl2 then 5% MeOH/CH2Cl2... Starting materials: C(CC=1C(C(=O)O)=CC=CC1)(=O)O (homophthalic acid), ClC=1C=C(N)C=CC1 (m-chloroaniline). The product is ClC=1C=C(C=CC1)N1C(C2=CC=CC=C2CC1=O)=O (2-(m-chlorophenyl)-isoquinoline-1,3 (2H, 4H)-dione). Yield: 58.0%. As a reaction SMILES: [C:1]([OH:13])(=O)[CH2:2][C:3]1[C:4](=[CH:8][CH:9]=[CH:10][CH:11]=1)[C:5]([OH:7])=O.[Cl:14][C:15]1[CH:16]=[C:17]([CH:19]=[CH:20][CH:21]=1)[NH2:18]>>[Cl:14][C:15]1[CH:16]=[C:17]([N:18]2[C:1](=[O:13])[CH2:2][C:3]3[C:4](=[CH:8][CH:9]=[CH:10][CH:11]=3)[C:5]2=[O:7])[CH:19]=[CH:20][CH:21]=1. Procedure details: A mixture of homophthalic acid (45.0 g., 0.25 mole) and m-chloroaniline (31.8 g., 0.25 mole) was heated by an oil bath to 175°-180° C. for two hours. When removed from the oil bath, the reaction mixture solidified and was recrystallized twice from ethanol/ethyl acetate, giving 2-(m-chlorophenyl)-isoquinoline-1,3 (2H, 4H)-dione, 36.0 g. (58% yield), m.p. 160°-161° C.